This data is from the Open Reaction Database (ORD), a public repository of structured organic reaction records. The task is: describe an organic reaction: reactants, conditions, products, and yield Reactants: Cc1cc(=O)n2c3c(cc(C(O)(C(F)(F)F)C(F)(F)F)cc13)CC2, [K+], O=[N+]([O-])[O-], O, O=C(O)C(F)(F)F. Product: Cc1c([N+](=O)[O-])c(=O)n2c3c(cc(C(O)(C(F)(F)F)C(F)(F)F)cc13)CC2. RXN SMILES: [F:1][C:2]([C:3]([C:4]([F:5])([F:6])[F:7])([OH:8])[c:9]1[cH:10][c:11]2[c:12]([CH3:22])[cH:13][c:14](=[O:21])[n:15]3[c:16]2[c:17]([cH:18]1)[CH2:19][CH2:20]3)([F:23])[F:24].[K+:32].[O-:33][N+:34]([O-:35])=[O:36].[OH2:37].[OH:25][C:26]([C:27]([F:28])([F:29])[F:30])=[O:31]>>[F:1][C:2]([C:3]([C:4]([F:5])([F:6])[F:7])([OH:8])[c:9]1[cH:10][c:11]2[c:12]([CH3:22])[c:13]([N+:34](=[O:33])[O-:35])[c:14](=[O:21])[n:15]3[c:16]2[c:17]([cH:18]1)[CH2:19][CH2:20]3)([F:23])[F:24]. Starting materials: O=C(Oc1ccc([N+](=O)[O-])cc1)c1ccc(OC(F)F)c2nc(C(F)(F)F)ccc12, Nc1ccncc1Cl. The product is O=C(Nc1ccncc1Cl)c1ccc(OC(F)F)c2nc(C(F)(F)F)ccc12. As a reaction SMILES: [N+:1]([c:2]1[cH:3][cH:4][c:5]([O:10][C:11](=[O:6])[c:13]2[c:14]3[cH:15][cH:16][c:17]([C:27]([F:28])([F:29])[F:30])[n:18][c:19]3[c:20]([O:23][CH:24]([F:25])[F:26])[cH:21][cH:22]2)[cH:7][cH:8]1)([O-:9])=[O:12].[NH2:31][c:32]1[c:33]([Cl:38])[cH:34][n:35][cH:36][cH:37]1>>[O:10]=[C:11]([c:13]1[c:14]2[cH:15][cH:16][c:17]([C:27]([F:28])([F:29])[F:30])[n:18][c:19]2[c:20]([O:23][CH:24]([F:25])[F:26])[cH:21][cH:22]1)[NH:31][c:32]1[c:33]([Cl:38])[cH:34][n:35][cH:36][cH:37]1. Starting materials: CS(=O)c1ccc2c(c1)CC(=O)N2, COc1cc2c(Cl)ncnc2cc1OCCCN1CCOCC1, [H-], [Na+], CN(C)C=O. The product is COc1cc2c(C3C(=O)Nc4ccc(S(C)=O)cc43)ncnc2cc1OCCCN1CCOCC1, Cl. Reaction SMILES: [CH3:1][S:2](=[O:3])[c:4]1[cH:5][c:6]2[c:10]([cH:11][cH:12]1)[NH:9][C:8](=[O:13])[CH2:7]2.[Cl:16][c:17]1[n:18][cH:19][n:20][c:21]2[cH:22][c:23]([O:29][CH2:30][CH2:31][CH2:32][N:33]3[CH2:34][CH2:35][O:36][CH2:37][CH2:38]3)[c:24]([O:27][CH3:28])[cH:25][c:26]12.[H-:14].[Na+:15].[O:39]=[CH:40][N:41]([CH3:42])[CH3:43]>>[CH3:1][S:2](=[O:3])[c:4]1[cH:5][c:6]2[c:10]([cH:11][cH:12]1)[NH:9][C:8](=[O:13])[CH:7]2[c:17]1[n:18][cH:19][n:20][c:21]2[cH:22][c:23]([O:29][CH2:30][CH2:31][CH2:32][N:33]3[CH2:34][CH2:35][O:36][CH2:37][CH2:38]3)[c:24]([O:27][CH3:28])[cH:25][c:26]12.[ClH:16].